This data is from the Open Reaction Database (ORD), a public repository of structured organic reaction records. The task is: describe an organic reaction: reactants, conditions, products, and yield Starting materials: C(C1=CC=CC=C1)OC1=C2CCCC(C2=CC=C1)C(=O)O (5-benzyloxy-1,2,3,4-tetrahydronaphthalene-1-carboxylic acid), C(C)(C)C1=CC=C(C=C1)NCC=1C=NC(=CC1)OC ((4-isopropylphenyl)[(6-methoxypyridin-3-yl)methyl]amine). Yields the product C(C1=CC=CC=C1)OC1=C2CCCC(C2=CC=C1)C(=O)N(CC=1C=NC(=CC1)OC)C1=CC=C(C=C1)C(C)C (5-benzyloxy-N-(4-isopropylphenyl)-N-[(6-methoxypyridin-3-yl)methyl]-1,2,3,4-tetrahydronaphthalene-1-carboxamide). The yield is 50.6%. RXN SMILES: [CH2:1]([O:8][C:9]1[CH:18]=[CH:17][CH:16]=[C:15]2[C:10]=1[CH2:11][CH2:12][CH2:13][CH:14]2[C:19]([OH:21])=O)[C:2]1[CH:7]=[CH:6][CH:5]=[CH:4][CH:3]=1.[CH:22]([C:25]1[CH:30]=[CH:29][C:28]([NH:31][CH2:32][C:33]2[CH:34]=[N:35][C:36]([O:39][CH3:40])=[CH:37][CH:38]=2)=[CH:27][CH:26]=1)([CH3:24])[CH3:23]>>[CH2:1]([O:8][C:9]1[CH:18]=[CH:17][CH:16]=[C:15]2[C:10]=1[CH2:11][CH2:12][CH2:13][CH:14]2[C:19]([N:31]([C:28]1[CH:29]=[CH:30][C:25]([CH:22]([CH3:24])[CH3:23])=[CH:26][CH:27]=1)[CH2:32][C:33]1[CH:34]=[N:35][C:36]([O:39][CH3:40])=[CH:37][CH:38]=1)=[O:21])[C:2]1[CH:7]=[CH:6][CH:5]=[CH:4][CH:3]=1. Reported procedure: By the reaction and treatment in the same manner as in Example 12 using 5-benzyloxy-1,2,3,4-tetrahydronaphthalene-1-carboxylic acid (0.39 g) and (4-isopropylphenyl)[(6-methoxypyridin-3-yl)methyl]amine (0.35 g) as starting materials, 5-benzyloxy-N-(4-isopropylphenyl)-N-[(6-methoxypyridin-3-yl)methyl]-1,2,3,4-tetrahydronaphthalene-1-carboxamide (0.36 g) was obtained. The reactants are B(Br)(Br)Br (boron tribromide), COC1=CC2=C(N(C=N2)C2=NC3=C(C=CC=C3C=C2)N2CCC(CC2)N)C=C1 (1-[2-(5-Methoxy-benzoimidazol-1-yl)-quinolin-8-yl]-piperidin-4-ylamine), C([O-])([O-])=O.[Na+].[Na+] (sodium carbonate). Run in C(Cl)Cl (DCM). Reaction conditions: time 8 hour. Yields the product NC1CCN(CC1)C=1C=CC=C2C=CC(=NC12)N1C=NC2=C1C=CC(=C2)O (1-[8-(4-Amino-piperidin-1-yl)-quinolin-2-yl]-1H-benzoimidazol-5-ol). Reaction SMILES: C[O:2][C:3]1[CH:28]=[CH:27][C:6]2[N:7]([C:10]3[CH:19]=[CH:18][C:17]4[C:12](=[C:13]([N:20]5[CH2:25][CH2:24][CH:23]([NH2:26])[CH2:22][CH2:21]5)[CH:14]=[CH:15][CH:16]=4)[N:11]=3)[CH:8]=[N:9][C:5]=2[CH:4]=1.B(Br)(Br)Br.C(=O)([O-])[O-].[Na+].[Na+]>C(Cl)Cl>[NH2:26][CH:23]1[CH2:24][CH2:25][N:20]([C:13]2[CH:14]=[CH:15][CH:16]=[C:17]3[C:12]=2[N:11]=[C:10]([N:7]2[C:6]4[CH:27]=[CH:28][C:3]([OH:2])=[CH:4][C:5]=4[N:9]=[CH:8]2)[CH:19]=[CH:18]3)[CH2:21][CH2:22]1 |f:2.3.4|. Procedure: 1-[2-(5-Methoxy-benzoimidazol-1-yl)-quinolin-8-yl]-piperidin-4-ylamine (500 mg, 1.10 mmol) was dissolved in 10 mL of DCM under an atmosphere of dry N2. To this solution was added boron tribromide (300 mL, 3.30 mmol) and the mixture was stirred overnight at ambient temperature. Then an additional 200 mL of borontribromide was added and the mixture was stirred for two hours. The reaction mixture was then poured over crushed ice and the pH of the resulting solution was adjusted to 9 with the carefu... Reaction conditions: temperature 100 celsius, time 16 hour. As a reaction SMILES: CC(C)([O-])C.[Na+].[CH3:7][O:8][C:9]1[CH:10]=[C:11]2[C:16](=[CH:17][C:18]=1[O:19][CH3:20])[N:15]=[CH:14][CH:13]=[C:12]2[O:21][C:22]1[CH:30]=[C:29]2[C:25]([C:26]([NH2:32])=[N:27][N:28]2[CH3:31])=[CH:24][CH:23]=1.Br[C:34]1[CH:39]=[CH:38][CH:37]=[CH:36][CH:35]=1>C1(C)C=CC=CC=1.C1C=CC(/C=C/C(/C=C/C2C=CC=CC=2)=O)=CC=1.C1C=CC(/C=C/C(/C=C/C2C=CC=CC=2)=O)=CC=1.C1C=CC(/C=C/C(/C=C/C2C=CC=CC=2)=O)=CC=1.[Pd].[Pd]>[CH3:7][O:8][C:9]1[CH:10]=[C:11]2[C:16](=[CH:17][C:18]=1[O:19][CH3:20])[N:15]=[CH:14][CH:13]=[C:12]2[O:21][C:22]1[CH:30]=[C:29]2[C:25]([C:26]([NH:32][C:34]3[CH:39]=[CH:38][CH:37]=[CH:36][CH:35]=3)=[N:27][N:28]2[CH3:31])=[CH:24][CH:23]=1 |f:0.1,5.6.7.8.9|. Procedure: A solution/suspension of Pd2dba3 (9.30 mg, 0.01 mmol), 2-(dicyclohexylphosphino)-2′-4′-6′-tri-i-propyl-1,1′-biphenyl (19.5 mg, 0.04 mmol), sodium tert-butoxide (46.0 mg, 0.48 mmol), 6-((6,7-bis(methyloxy)-4-quinolinyl)oxy)-1-methyl-1H-indazol-3-amine (Example 120, 119 mg, 0.34 mmol) and bromobenzene (53.4 mg, 0.34 mmol) in toluene (1 mL) was stirred at 100° C. for 16 h. After cooling to RT, the mixture was purified by silica gel chromatography (DCM/acetone: 100/0 to 70/30) to give the title comp... Starting materials: 2-(dicyclohexylphosphino)-2′-4′-6′-tri-i-propyl-1,1′-biphenyl, CC(C)([O-])C.[Na+] (sodium tert-butoxide), COC=1C=C2C(=CC=NC2=CC1OC)OC1=CC=C2C(=NN(C2=C1)C)N (6-((6,7-bis(methyloxy)-4-quinolinyl)oxy)-1-methyl-1H-indazol-3-amine), BrC1=CC=CC=C1 (bromobenzene). Solvent: C1(=CC=CC=C1)C (toluene). The reagents and catalysts are C=1C=CC(=CC1)/C=C/C(=O)/C=C/C2=CC=CC=C2.C=1C=CC(=CC1)/C=C/C(=O)/C=C/C2=CC=CC=C2.C=1C=CC(=CC1)/C=C/C(=O)/C=C/C2=CC=CC=C2.[Pd].[Pd] (Pd2dba3). Product: COC=1C=C2C(=CC=NC2=CC1OC)OC1=CC=C2C(=NN(C2=C1)C)NC1=CC=CC=C1 (6-((6,7-bis(Methoxy)-4-quinolinyl)oxy)-1-methyl-N-phenyl-1H-indazol-3-amine). Starting materials: COCCCN1C(=O)C(C)(C)Oc2ccc(N(C(=O)C3CC(NS(=O)(=O)c4ccccc4[N+](=O)[O-])CN(C(=O)OC(C)(C)C)C3)C3CC3)cc21, CI, [K+], [K+], [Li+], O=C([O-])[O-], CN(C)C=O, [OH-], O, O=C(O)CS. Yields the product CNC1CC(C(=O)N(c2ccc3c(c2)N(CCCOC)C(=O)C(C)(C)O3)C2CC2)CN(C(=O)OC(C)(C)C)C1. Reaction SMILES: [C:1]([CH3:2])([CH3:3])([CH3:4])[O:5][C:6](=[O:7])[N:8]1[CH2:9][CH:10]([C:27]([N:28]([c:29]2[cH:30][cH:31][c:32]3[c:33]([cH:46]2)[N:34]([CH2:41][CH2:42][CH2:43][O:44][CH3:45])[C:35](=[O:40])[C:36]([CH3:38])([CH3:39])[O:37]3)[CH:47]2[CH2:48][CH2:49]2)=[O:50])[CH2:11][CH:12]([NH:14][S:15]([c:16]2[cH:17][cH:18][cH:19][cH:20][c:21]2[N+:22]([O-:23])=[O:24])(=[O:25])=[O:26])[CH2:13]1.[I:51][CH3:52].[K+:53].[K+:54].[Li+:65].[O-:55][C:56]([O-:57])=[O:58].[O:66]=[CH:67][N:68]([CH3:69])[CH3:70].[OH-:64].[OH2:71].[OH:59][C:60]([CH2:61][SH:62])=[O:63]>>[C:1]([CH3:2])([CH3:3])([CH3:4])[O:5][C:6](=[O:7])[N:8]1[CH2:9][CH:10]([C:27]([N:28]([c:29]2[cH:30][cH:31][c:32]3[c:33]([cH:46]2)[N:34]([CH2:41][CH2:42][CH2:43][O:44][CH3:45])[C:35](=[O:40])[C:36]([CH3:38])([CH3:39])[O:37]3)[CH:47]2[CH2:48][CH2:49]2)=[O:50])[CH2:11][CH:12]([NH:14][CH3:56])[CH2:13]1. Reactants: CCCC[N+](CCCC)(CCCC)CCCC, CC(=O)O, ClCCl, [F-], COC(=O)c1ccc(N)c(C#C[Si](C)(C)C)c1, C1CCOC1, O. Product: C#Cc1cc(C(=O)OC)ccc1N. RXN SMILES: [CH3:19][CH2:20][CH2:21][CH2:22][N+:23]([CH2:24][CH2:25][CH2:26][CH3:27])([CH2:28][CH2:29][CH2:30][CH3:31])[CH2:32][CH2:33][CH2:34][CH3:35].[CH3:36][C:37](=[O:38])[OH:39].[Cl:46][CH2:47][Cl:48].[F-:18].[NH2:1][c:2]1[c:3]([C:12]#[C:13][Si:14]([CH3:15])([CH3:16])[CH3:17])[cH:4][c:5]([C:6](=[O:7])[O:8][CH3:9])[cH:10][cH:11]1.[O:41]1[CH2:42][CH2:43][CH2:44][CH2:45]1.[OH2:40]>>[NH2:1][c:2]1[c:3]([C:12]#[CH:13])[cH:4][c:5]([C:6](=[O:7])[O:8][CH3:9])[cH:10][cH:11]1.